This data is from the Open Reaction Database (ORD), a public repository of structured organic reaction records. The task is: describe an organic reaction: reactants, conditions, products, and yield Reactants: CC(C(CC(=O)C1=CC=CC=C1)C=1C=NC=CC1)(C)[N+](=O)[O-] (4-methyl-4-nitro-3-(3-pyridyl)-valerophenone). Reagents/catalysts: [Zn] (zinc), [Zn] (zinc). Run in C(C)(=O)O (acetic acid). Reaction conditions: time 1 hour. The product is CC1(N[C@H](C[C@@H]1C=1C=NC=CC1)C1=CC=CC=C1)C (trans-3-(2,2-dimethyl-5-phenyl-3-pyrrolidinyl)-pyridine). Reaction SMILES: [CH3:1][C:2]([N+:20]([O-])=O)([CH3:19])[CH:3]([C:13]1[CH:14]=[N:15][CH:16]=[CH:17][CH:18]=1)[CH2:4][C:5]([C:7]1[CH:12]=[CH:11][CH:10]=[CH:9][CH:8]=1)=O>[Zn].C(O)(=O)C>[CH3:1][C:2]1([CH3:19])[C@@H:3]([C:13]2[CH:14]=[N:15][CH:16]=[CH:17][CH:18]=2)[CH2:4][C@H:5]([C:7]2[CH:12]=[CH:11][CH:10]=[CH:9][CH:8]=2)[NH:20]1. Procedure: A solution of 44.7 g. of 4-methyl-4-nitro-3-(3-pyridyl)-valerophenone in 420 ml. of glacial acetic acid is heated at 60° C. with stirring and treated portionwise with 44.7 g. of zinc dust. After 1 hour, an additional 44.7 g. of zinc dust are added and the reaction mixture is left to react for an additional hour. The cooled reaction mixture is filtered, the filter residue washed with glacial beingnabled acetic acid and the filtrate evaporated under reduced pressure. The residue is taken up in 400...